From a dataset of the Open Reaction Database (ORD), a public repository of structured organic reaction records. describe an organic reaction: reactants, conditions, products, and yield Starting materials: NC(=O)C1=C(C(=C(OCCCOC2=C(C3=C(C=CC(O3)C(=O)OC)C=C2)CCC)C=C1)CC1CC1)OC (Methyl 7-[3-[4-(aminocarbonyl)-2-(cyclopropylmethyl)-3methoxyphenoxy]propoxy]-8-propyl-2H-1-benzopyran-2carboxylate), [OH-].[Li+] (lithium hydroxide), crude residue. Run in C(C)(=O)OCC.CO.C(C)(=O)O (ethyl acetate methanol acetic acid). The product is NC(=O)C1=C(C(=C(OCCCOC2=C(C3=C(CCC(O3)C(=O)O)C=C2)CCC)C=C1)CC1CC1)OC (7-[3-[4-(Aminocarbonyl)-2-(cyclopropylmethyl)-3-methoxy phenoxy]propoxy]-3,4-dihydro-8-propyl-2H-I-benzopyran-2carboxylic acid). RXN SMILES: [NH2:1][C:2]([C:4]1[CH:31]=[CH:30][C:7]([O:8][CH2:9][CH2:10][CH2:11][O:12][C:13]2[CH:26]=[CH:25][C:16]3[CH:17]=[CH:18][CH:19]([C:21]([O:23]C)=[O:22])[O:20][C:15]=3[C:14]=2[CH2:27][CH2:28][CH3:29])=[C:6]([CH2:32][CH:33]2[CH2:35][CH2:34]2)[C:5]=1[O:36][CH3:37])=[O:3].[OH-].[Li+]>C(OCC)(=O)C.CO.C(O)(=O)C>[NH2:1][C:2]([C:4]1[CH:31]=[CH:30][C:7]([O:8][CH2:9][CH2:10][CH2:11][O:12][C:13]2[CH:26]=[CH:25][C:16]3[CH2:17][CH2:18][CH:19]([C:21]([OH:23])=[O:22])[O:20][C:15]=3[C:14]=2[CH2:27][CH2:28][CH3:29])=[C:6]([CH2:32][CH:33]2[CH2:35][CH2:34]2)[C:5]=1[O:36][CH3:37])=[O:3] |f:1.2,3.4.5|. Procedure: The compound of Example 68 is saponified with lithium hydroxide using the conditions described in Example 26. Chromatography of the crude residue on silica gel using ethyl acetate/methanol/acetic acid as eluant (90:9.5:0.5) gives the product. The reactants are CCOC(C)=O, CCN(C(C)C)C(C)C, O=C(Cl)c1cccnc1Cl, Nc1ccccc1O. Product: O=C(Nc1ccccc1O)c1cccnc1Cl. RXN SMILES: [CH3:28][CH2:29][O:30][C:31](=[O:32])[CH3:33].[CH:19]([N:20]([CH2:21][CH3:22])[CH:23]([CH3:24])[CH3:25])([CH3:26])[CH3:27].[Cl:1][c:2]1[c:3]([C:4](=[O:5])[Cl:6])[cH:7][cH:8][cH:9][n:10]1.[NH2:11][c:12]1[cH:13][cH:14][cH:15][cH:16][c:17]1[OH:18]>>[Cl:1][c:2]1[c:3]([C:4](=[O:5])[NH:11][c:12]2[cH:13][cH:14][cH:15][cH:16][c:17]2[OH:18])[cH:7][cH:8][cH:9][n:10]1. The reactants are C=CCCn1nc(Nc2c(C)cccc2C)c2cnc(Cl)nc21, C1COCCO1, O=C(O)C(F)(F)F, Nc1ccccc1. Yields the product C=CCCn1nc(Nc2c(C)cccc2C)c2cnc(Nc3ccccc3)nc21. As a reaction SMILES: [CH2:1]([CH2:2][CH:3]=[CH2:4])[n:5]1[n:6][c:7]([NH:15][c:16]2[c:17]([CH3:23])[cH:18][cH:19][cH:20][c:21]2[CH3:22])[c:8]2[c:9]1[n:10][c:11]([Cl:14])[n:12][cH:13]2.[CH2:38]1[O:39][CH2:40][CH2:41][O:42][CH2:43]1.[F:31][C:32]([F:33])([F:34])[C:35]([OH:36])=[O:37].[NH2:24][c:25]1[cH:26][cH:27][cH:28][cH:29][cH:30]1>>[CH2:1]([CH2:2][CH:3]=[CH2:4])[n:5]1[n:6][c:7]([NH:15][c:16]2[c:17]([CH3:23])[cH:18][cH:19][cH:20][c:21]2[CH3:22])[c:8]2[c:9]1[n:10][c:11]([NH:24][c:25]1[cH:26][cH:27][cH:28][cH:29][cH:30]1)[n:12][cH:13]2. Reactants: [BH4-], CCOC(=O)c1cc2c(Br)cccc2o1, CO, CCOC(C)=O, [Na+], C1CCOC1, O. Product: OCc1cc2c(Br)cccc2o1. As a reaction SMILES: [BH4-:16].[Br:1][c:2]1[cH:3][cH:4][cH:5][c:6]2[o:7][c:8]([C:11](=[O:12])[O:13][CH2:14][CH3:15])[cH:9][c:10]12.[CH3:18][OH:19].[CH3:20][CH2:21][O:22][C:23](=[O:24])[CH3:25].[Na+:17].[O:26]1[CH2:27][CH2:28][CH2:29][CH2:30]1.[OH2:31]>>[Br:1][c:2]1[cH:3][cH:4][cH:5][c:6]2[o:7][c:8]([CH2:11][OH:12])[cH:9][c:10]12. Starting materials: [BH4-], CCOC(=O)C(CC)N1C(=O)CCC(c2cccc(Cl)c2)C1c1ccc(Cl)cn1, [Li+]. The product is CCC(CO)N1C(=O)CCC(c2cccc(Cl)c2)C1c1ccc(Cl)cn1. Reaction SMILES: [BH4-:30].[Cl:1][c:2]1[cH:3][c:4]([CH:8]2[CH:9]([c:23]3[n:24][cH:25][c:26]([Cl:29])[cH:27][cH:28]3)[N:10]([CH:15]([C:16](=[O:17])[O:18][CH2:19][CH3:20])[CH2:21][CH3:22])[C:11](=[O:14])[CH2:12][CH2:13]2)[cH:5][cH:6][cH:7]1.[Li+:31]>>[Cl:1][c:2]1[cH:3][c:4]([CH:8]2[CH:9]([c:23]3[n:24][cH:25][c:26]([Cl:29])[cH:27][cH:28]3)[N:10]([CH:15]([CH2:16][OH:17])[CH2:21][CH3:22])[C:11](=[O:14])[CH2:12][CH2:13]2)[cH:5][cH:6][cH:7]1. Starting materials: ClC(Cl)Cl, O=S(Cl)Cl, OCCCCc1ccncc1. Yields the product ClCCCCc1ccncc1. Reaction SMILES: [CH:16]([Cl:17])([Cl:18])[Cl:19].[S:12]([Cl:13])([Cl:14])=[O:15].[n:1]1[cH:2][cH:3][c:4]([CH2:7][CH2:8][CH2:9][CH2:10][OH:11])[cH:5][cH:6]1>>[n:1]1[cH:2][cH:3][c:4]([CH2:7][CH2:8][CH2:9][CH2:10][Cl:14])[cH:5][cH:6]1.